From a dataset of the Open Reaction Database (ORD), a public repository of structured organic reaction records. describe an organic reaction: reactants, conditions, products, and yield Starting materials: CCOCCO, COc1cc(N)c(Cl)cc1Cl, N#Cc1cnc2cc([N+](=O)[O-])ccc2c1Cl, Cl, c1ccncc1. Yields the product COc1cc(Nc2c(C#N)cnc3cc([N+](=O)[O-])ccc23)c(Cl)cc1Cl. Reaction SMILES: [CH3:35][CH2:36][O:37][CH2:38][CH2:39][OH:40].[Cl:17][c:18]1[c:19]([NH2:20])[cH:21][c:22]([O:26][CH3:27])[c:23]([Cl:25])[cH:24]1.[Cl:1][c:2]1[c:3]([C:15]#[N:16])[cH:4][n:5][c:6]2[cH:7][c:8]([N+:12](=[O:13])[O-:14])[cH:9][cH:10][c:11]12.[ClH:28].[n:29]1[cH:30][cH:31][cH:32][cH:33][cH:34]1>>[c:2]1([NH:20][c:19]2[c:18]([Cl:17])[cH:24][c:23]([Cl:25])[c:22]([O:26][CH3:27])[cH:21]2)[c:3]([C:15]#[N:16])[cH:4][n:5][c:6]2[cH:7][c:8]([N+:12](=[O:13])[O-:14])[cH:9][cH:10][c:11]12. Reaction SMILES: [CH3:1][C:2]([CH3:9])=[CH:3][CH2:4][CH2:5][CH:6]([OH:8])[CH3:7].[C:10](O)(=[O:14])/[CH:11]=[CH:12]/[CH3:13].CC1C=CC(S(O)(=O)=O)=CC=1>C1(C)C=CC=CC=1>[CH3:7][CH:6]([O:8][C:10](=[O:14])[CH:11]=[CH:12][CH3:13])[CH2:5][CH2:4][CH:3]=[C:2]([CH3:9])[CH3:1]. Reactants: CC(=CCCC(C)O)C (6-Methyl-hept-5-en-2-ol), C(\C=C\C)(=O)O (crotonic acid), CC=1C=CC(=CC1)S(=O)(=O)O (PTSA), 2-L. Procedure details: 6-Methyl-hept-5-en-2-ol (256 g, commercially available at IFF), crotonic acid (193 g), PTSA (2.5 g), and toluene (250 mL) were charged into a 2-L reaction flask fitted with a mechanical stirrer, a thermocouple, a Dean-Stark trap, and a condenser. The reaction mixture was heated to reflux at about 110-133° C. Water was removed azeotropically. The reaction was aged at reflux for about 6 hours until no more water evolved. The reaction mixture was cooled to under 60° C. and quenched with water (300 ... The solvent is C1(=CC=CC=C1)C (toluene). Run at temperature 121.5 celsius. Yields the product CC(CCC=C(C)C)OC(C=CC)=O (but-2-enoic acid 1,5-dimethyl-hex-4-enyl ester). The reactants are CC(C)(C#N)c1cccc(C(=O)Nc2cccc(Oc3ccc4nc(NC(=O)C5CC5)sc4c3[N+](=O)[O-])c2)c1, C, CN1CCCC1=O, [Pd]. The product is CC(C)(C#N)c1cccc(C(=O)Nc2cccc(Oc3ccc4nc(NC(=O)C5CC5)sc4c3N)c2)c1. As a reaction SMILES: [C:1](#[N:2])[C:3]([CH3:4])([CH3:5])[c:6]1[cH:7][c:8]([C:9](=[O:10])[NH:11][c:12]2[cH:13][c:14]([O:18][c:19]3[c:20]([N+:34]([O-:35])=[O:36])[c:21]4[c:22]([n:23][c:24]([NH:26][C:27](=[O:28])[CH:29]5[CH2:30][CH2:31]5)[s:25]4)[cH:32][cH:33]3)[cH:15][cH:16][cH:17]2)[cH:37][cH:38][cH:39]1.[C:47].[CH3:40][N:41]1[C:42](=[O:43])[CH2:44][CH2:45][CH2:46]1.[Pd:48]>>[C:1](#[N:2])[C:3]([CH3:4])([CH3:5])[c:6]1[cH:7][c:8]([C:9](=[O:10])[NH:11][c:12]2[cH:13][c:14]([O:18][c:19]3[c:20]([NH2:34])[c:21]4[c:22]([n:23][c:24]([NH:26][C:27](=[O:28])[CH:29]5[CH2:30][CH2:31]5)[s:25]4)[cH:32][cH:33]3)[cH:15][cH:16][cH:17]2)[cH:37][cH:38][cH:39]1. Starting materials: C(C)(C)NC(C)C (diisopropylamine), solution, C(CCC)[Li] (n-butyl lithium), CCCCCC (hexane), CI (methyl iodide), [Si](C)(C)(C(C)(C)C)O[C@@H](CO[C@H](C)C1=C(C=CC=C1)CCC(=O)OC)CN1[C@@H](CCC1)CC1=CC(=C(C=C1)C)F (methyl 3-{2-[(1R)-1-({(2R)-2-{[tert-butyl(dimethyl)silyl]oxy}-3-[(2S)-2-(3-fluoro-4-methylbenzyl)pyrrolidin-1-yl]propyl}oxy)ethyl]phenyl}propanoate), Example 179 ( 179a ). Solvent: O1CCCC1 (tetrahydrofuran), O (water), O1CCCC1 (tetrahydrofuran). Reaction conditions: time 15 minute. Product: [Si](C)(C)(C(C)(C)C)O[C@@H](CO[C@H](C)C1=C(C=CC=C1)CC(C(=O)OC)C)CN1[C@@H](CCC1)CC1=CC(=C(C=C1)C)F (Methyl 3-{2-[(1R)-1-({(2R)-2-{[tert-butyl(dimethyl)silyl]oxy}-3-[(2S)-2-(3-fluoro-4-methylbenzyl)pyrrolidin-1-yl]propyl}oxy)ethyl]phenyl}-2-methylpropanoate). The yield is 70.0%. As a reaction SMILES: [CH:1](NC(C)C)(C)C.C([Li])CCC.CCCCCC.[Si:19]([O:26][C@H:27]([CH2:44][N:45]1[CH2:49][CH2:48][CH2:47][C@H:46]1[CH2:50][C:51]1[CH:56]=[CH:55][C:54]([CH3:57])=[C:53]([F:58])[CH:52]=1)[CH2:28][O:29][C@@H:30]([C:32]1[CH:37]=[CH:36][CH:35]=[CH:34][C:33]=1[CH2:38][CH2:39][C:40]([O:42][CH3:43])=[O:41])[CH3:31])([C:22]([CH3:25])([CH3:24])[CH3:23])([CH3:21])[CH3:20].CI>O1CCCC1.O>[Si:19]([O:26][C@H:27]([CH2:44][N:45]1[CH2:49][CH2:48][CH2:47][C@H:46]1[CH2:50][C:51]1[CH:56]=[CH:55][C:54]([CH3:57])=[C:53]([F:58])[CH:52]=1)[CH2:28][O:29][C@@H:30]([C:32]1[CH:37]=[CH:36][CH:35]=[CH:34][C:33]=1[CH2:38][CH:39]([CH3:1])[C:40]([O:42][CH3:43])=[O:41])[CH3:31])([C:22]([CH3:25])([CH3:24])[CH3:23])([CH3:21])[CH3:20]. Procedure: To diisopropylamine (0.45 mL, 3.23 mmol), a 2.69 M solution of n-butyl lithium in hexane (1.20 mL, 3.23 mmol) was added at −78° C. followed by stirring for 15 minutes. After adding anhydrous tetrahydrofuran (2 mL), the mixture was further stirred for 15 minutes at −78° C. Subsequently, a solution of methyl 3-{2-[(1R)-1-({(2R)-2-{[tert-butyl(dimethyl)silyl]oxy}-3-[(2S)-2-(3-fluoro-4-methylbenzyl)pyrrolidin-1-yl]propyl}oxy)ethyl]phenyl}propanoate (615 mg, 1.08 mmol), which had been obtained in Exa... Reactants: COc1cc(F)c(C(O)CNCc2cccc(OC)c2OC)cc1OC, CC(=O)[O-], [Na+], O=C(O)C(F)(F)F, O=S(=O)(O)O. Yields the product COc1cc(F)c(C2CNCc3c2ccc(OC)c3OC)cc1OC. As a reaction SMILES: [CH3:1][O:2][c:3]1[c:4]([CH2:5][NH:6][CH2:7][CH:8]([c:9]2[cH:10][c:11]([O:18][CH3:19])[c:12]([O:16][CH3:17])[cH:13][c:14]2[F:15])[OH:20])[cH:21][cH:22][cH:23][c:24]1[O:25][CH3:26].[CH3:33][C:34](=[O:35])[O-:36].[Na+:32].[OH:37][C:38]([C:39]([F:40])([F:41])[F:42])=[O:43].[S:27](=[O:28])(=[O:29])([OH:30])[OH:31]>>[CH3:1][O:2][c:3]1[c:4]2[c:21]([cH:22][cH:23][c:24]1[O:25][CH3:26])[CH:8]([c:9]1[cH:10][c:11]([O:18][CH3:19])[c:12]([O:16][CH3:17])[cH:13][c:14]1[F:15])[CH2:7][NH:6][CH2:5]2. The reactants are C(C)(C)(C)OC(NC1(COC(OC1)(C)C)CCC1=CC(=C(C=C1)OCCCC1=CC=C(C=C1)C1CC1)C(F)(F)F)=O ([5-(2-{4-[3-(4-cyclopropylphenyl)propoxy]-3-trifluoromethylphenyl}ethyl)-2,2-dimethyl-1,3-dioxan-5-yl]carbamic acid t-butyl ester), Cl (hydrochloric acid). Run in C(C)O (ethanol). Conditions: temperature 80 celsius, time 3 hour. The product is Cl.NC(CO)(CO)CCC1=CC(=C(C=C1)OCCCC1=CC=C(C=C1)C1CC1)C(F)(F)F (2-amino-2-(2-{4-[3-(4-cyclopropylphenyl)propoxy]-3-trifluoromethylphenyl}ethyl)propane-1,3-diol hydrochloride). Reaction SMILES: C(OC(=O)[NH:7][C:8]1([CH2:16][CH2:17][C:18]2[CH:23]=[CH:22][C:21]([O:24][CH2:25][CH2:26][CH2:27][C:28]3[CH:33]=[CH:32][C:31]([CH:34]4[CH2:36][CH2:35]4)=[CH:30][CH:29]=3)=[C:20]([C:37]([F:40])([F:39])[F:38])[CH:19]=2)[CH2:13][O:12]C(C)(C)[O:10][CH2:9]1)(C)(C)C.[ClH:42]>C(O)C>[ClH:42].[NH2:7][C:8]([CH2:16][CH2:17][C:18]1[CH:23]=[CH:22][C:21]([O:24][CH2:25][CH2:26][CH2:27][C:28]2[CH:29]=[CH:30][C:31]([CH:34]3[CH2:35][CH2:36]3)=[CH:32][CH:33]=2)=[C:20]([C:37]([F:38])([F:39])[F:40])[CH:19]=1)([CH2:9][OH:10])[CH2:13][OH:12] |f:3.4|. Procedure details: Compound 81-1 (440 mg) was dissolved in ethanol (15 ml), concentrated hydrochloric acid (1.5 ml) was added, and the mixture was stirred at 80° C. for 3 hr. The reaction mixture was concentrated, and the residue was washed with diethyl ether to give the object product (300 mg) as a white powder. Reactants: Cc1c(-c2ccc(C(=O)N3CCCC(N(C)C)C3)s2)noc1C(F)(F)F, CN(C)CC1CCCNC1, Cc1c(-c2ccc(C(=O)Cl)s2)noc1C(F)(F)F. Yields the product Cc1c(-c2ccc(C(=O)N3CCCC(CN(C)C)C3)s2)noc1C(F)(F)F. RXN SMILES: [CH3:11][N:12]([CH3:13])[CH:14]1[CH2:15][CH2:16][CH2:17][N:18]([C:19](=[O:20])[c:21]2[s:22][c:23](-[c:26]3[n:27][o:28][c:29]([C:32]([F:33])([F:34])[F:35])[c:30]3[CH3:31])[cH:24][cH:25]2)[CH2:36]1.[CH3:1][N:2]([CH2:3][CH:4]1[CH2:5][NH:6][CH2:7][CH2:8][CH2:9]1)[CH3:10].[F:37][C:38]([F:39])([F:40])[c:41]1[o:42][n:43][c:44](-[c:45]2[s:46][c:47]([C:48]([Cl:49])=[O:50])[cH:51][cH:52]2)[c:53]1[CH3:54]>>[CH3:1][N:2]([CH2:3][CH:4]1[CH2:5][N:6]([C:19](=[O:20])[c:21]2[s:22][c:23](-[c:26]3[n:27][o:28][c:29]([C:32]([F:33])([F:34])[F:35])[c:30]3[CH3:31])[cH:24][cH:25]2)[CH2:7][CH2:8][CH2:9]1)[CH3:10]. Starting materials: P(Br)(Br)Br (phosphorus tribromide), C(C=C)OC1=C(C=NC=2C(CCCC12)O)C (4-allyloxy-8-hydroxy-3-methyl-5,6,7,8-tetrahydroquinoline), [OH-].[Na+] (sodium hydroxide). Solvent: C(Cl)(Cl)Cl (chloroform), C(Cl)(Cl)Cl (chloroform). The product is C(C=C)OC1=C(C=NC=2C(CCCC12)Br)C (4-allyloxy-8-bromo-3-methyl-5,6,7,8-tetrahydroquinoline). Reaction SMILES: [CH2:1]([O:4][C:5]1[C:14]2[CH2:13][CH2:12][CH2:11][CH:10](O)[C:9]=2[N:8]=[CH:7][C:6]=1[CH3:16])[CH:2]=[CH2:3].P(Br)(Br)[Br:18].[OH-].[Na+]>C(Cl)(Cl)Cl>[CH2:1]([O:4][C:5]1[C:14]2[CH2:13][CH2:12][CH2:11][CH:10]([Br:18])[C:9]=2[N:8]=[CH:7][C:6]=1[CH3:16])[CH:2]=[CH2:3] |f:2.3|. Procedure details: 3.5 Grams of 4-allyloxy-8-hydroxy-3-methyl-5,6,7,8-tetrahydroquinoline was dissolved in 40 ml of chloroform, to this solution was added dropwise a solution consisting of 2.8 g of phosphorus tribromide and 5 ml of chloroform under ice-cooled condition. The reaction mixture was stirred under ice-cooled condition for 2 hours, further stirred at room temperature for 2 hours. The reaction mixture was poured into a cold sodium hydroxide aqueous solution, then extracted with chloroform. The chloroform ... Run in CN(C=O)C (dimethylformamide). As a reaction SMILES: Cl[CH2:2][CH2:3][CH2:4][N:5]1[CH2:10][CH2:9][CH2:8][N:7]([CH:11]([CH:15]([CH3:17])[CH3:16])[C:12]([OH:14])=[O:13])[C:6]1=[O:18].[C:19]1(=[O:29])[NH:23][C:22](=[O:24])[C:21]2=[CH:25][CH:26]=[CH:27][CH:28]=[C:20]12.[K].[I-].[K+]>CN(C)C=O>[O:24]=[C:22]1[C:21]2[C:20](=[CH:28][CH:27]=[CH:26][CH:25]=2)[C:19](=[O:29])[N:23]1[CH2:2][CH2:3][CH2:4][N:5]1[CH2:10][CH2:9][CH2:8][N:7]([CH:11]([CH:15]([CH3:17])[CH3:16])[C:12]([OH:14])=[O:13])[C:6]1=[O:18] |f:1.2,3.4,^1:29|. The product is O=C1N(C(C2=CC=CC=C12)=O)CCCN1C(N(CCC1)C(C(=O)O)C(C)C)=O (2-{3-[3-(1,3-dioxo-1,3-dihydro-isoindol-2-yl)-propyl]-2-oxo-tetrahydro-pyrimidin-1-yl}-3-methyl-butyric acid). Starting materials: [I-].[K+] (potassium iodide), ClCCCN1C(N(CCC1)C(C(=O)O)C(C)C)=O (2-[3-(3-chloro-propyl)-2-oxo-tetrahydro-pyrimidin-1-yl]-3-methyl-butyric acid), C1(C=2C(C(N1)=O)=CC=CC2)=O.[K] (potassium phthalimide). Reported procedure: As a further illustration, Scheme 28, Example 2 depicts the reaction of the chloro-propyl tetrahydropyrimidine derivative 28.13 with potassium phthalimide 28.16. Equimolar amounts of the reactants are combined in dimethylformamide at ca 80°, in the presence of a catalytic amount of potassium iodide, to afford 2-{3-[3-(1,3-dioxo-1,3-dihydro-isoindol-2-yl)-propyl]-2-oxo-tetrahydro-pyrimidin-1-yl}-3-methyl-butyric acid 28.17. The product is then reacted under reductive amination conditions, as desc...